Dataset: the Open Reaction Database (ORD), a public repository of structured organic reaction records. Task: describe an organic reaction: reactants, conditions, products, and yield Starting materials: C(C)OC1=C(C=C(C=C1)C=1C=CC2=C(C=C(CCN2C=O)C(=O)O)C1)F (7-(4-ethoxy-3-fluorophenyl)-1-formyl-2,3-dihydro-1H-1-benzazepine-4-carboxylic acid), CN(C)C=O (DMF), S(=O)(Cl)Cl (thionyl chloride). Run at time 30 minute. The product is C(C)OC1=C(C=C(C=C1)C=1C=CC2=C(C=C(CCN2C=O)C(=O)NC2=CC=C(C=C2)CN(C2CCOCC2)C)C1)F (7-(4-ethoxy-3-fluorophenyl)-1-formyl-N-[4-[[N-methyl-N-(tetrahydro-2H-pyran-4-yl)amino]methyl]phenyl]-2,3-dihydro-1H-1-benzazepine-4-carboxamide). The yield is 73.0%. RXN SMILES: [CH2:1]([O:3][C:4]1[CH:9]=[CH:8][C:7]([C:10]2[CH:11]=[CH:12][C:13]3[N:19]([CH:20]=[O:21])[CH2:18][CH2:17][C:16]([C:22]([OH:24])=O)=[CH:15][C:14]=3[CH:25]=2)=[CH:6][C:5]=1[F:26])[CH3:2].S(Cl)(Cl)=O.[CH3:31][N:32]([CH:34]=O)[CH3:33]>>[CH2:1]([O:3][C:4]1[CH:9]=[CH:8][C:7]([C:10]2[CH:11]=[CH:12][C:13]3[N:19]([CH:20]=[O:21])[CH2:18][CH2:17][C:16]([C:22]([NH:19][C:13]4[CH:14]=[CH:25][C:10]([CH2:34][N:32]([CH3:31])[CH:33]5[CH2:5][CH2:4][O:3][CH2:1][CH2:2]5)=[CH:11][CH:12]=4)=[O:24])=[CH:15][C:14]=3[CH:25]=2)=[CH:6][C:5]=1[F:26])[CH3:2]. Reported procedure: In DMF (5.5 ml) was dissolved 7-(4-ethoxy-3-fluorophenyl)-1-formyl-2,3-dihydro-1H-1-benzazepine-4-carboxylic acid (398 mg). To the solution was added thionyl chloride (0.20 ml), and the mixture was stirred at room temperature for 30 minutes. Under reduced pressure, the solvent was evaporated, and to the residue was added THF (10.0 ml). On the other hand, to 4-[[N-methyl-N-(tetrahydro-2H-pyran-4-yl)amino]methyl]aniline dihydrochloride (394 mg) was added THF (10.0 ml), and then was added triethyla... Reactants: CC12CCC3(O)C(CCC4=CC(=O)CCC43C)C1CCC2=O, O=S(=O)(O)O. Yields the product CC12CCC(=O)C=C1CCC1C2=CCC2(C)C(=O)CCC12. Reaction SMILES: [OH:1][C:2]12[C:3]3([CH3:22])[CH2:4][CH2:5][C:6](=[O:21])[CH:7]=[C:8]3[CH2:9][CH2:10][CH:11]1[CH:12]1[CH2:13][CH2:14][C:15](=[O:20])[C:16]1([CH3:17])[CH2:18][CH2:19]2.[S:23](=[O:24])(=[O:25])([OH:26])[OH:27]>>[C:2]12=[CH:19][CH2:18][C:16]3([CH3:17])[CH:12]([CH:11]1[CH2:10][CH2:9][C:8]1=[CH:7][C:6](=[O:21])[CH2:5][CH2:4][C:3]21[CH3:22])[CH2:13][CH2:14][C:15]3=[O:20]. Starting materials: N1=C(C=NC=C1)C#N (pyrazine-2-carbonitrile), C(C)(=O)O (acetic acid), Cl (HCl), C(C)OC(CN)OCC (2,2-Diethoxyethanamine), solution, C[O-].[Na+] (sodium methoxide). Run in CO (methanol), CO (MeOH), CO (methanol). Reaction conditions: time 25 minute. The product is N1C(=NC=C1)C1=NC=CN=C1 (2-(1H-Imidazol-2-yl)pyrazine). Isolated yield 453.1%. RXN SMILES: C(O[CH:4](OCC)[CH2:5][NH2:6])C.C[O-].[Na+].[N:13]1[CH:18]=[CH:17][N:16]=[CH:15][C:14]=1[C:19]#[N:20].C(O)(=O)C.Cl>CO>[NH:20]1[CH:4]=[CH:5][N:6]=[C:19]1[C:14]1[CH:15]=[N:16][CH:17]=[CH:18][N:13]=1 |f:1.2|. Procedure details: 2,2-Diethoxyethanamine (3 g, 2.25 mmol) was dissolved in dry methanol (20 mL). To this was added sodium methoxide (1.22 g, 22.5 mmol, as a 25% solution in methanol). After stirring for 25 minutes at room temperature, pyrazine-2-carbonitrile (2.37 g, 22.5 mmol) and acetic acid (1.35 g, 22.5 mmol) were added and the subsequent solution was stirred at 50° C. for 1 hour. MeOH (40 mL) and 6N HCl (12 mL) were added and the reaction was stirred at reflux overnight. The reaction mixture was cooled to ro... Reaction SMILES: [CH2:61]1[O:62][CH2:63][CH2:64][O:65][CH2:66]1.[CH3:1][O:2][c:3]1[c:4]2[c:5]([NH2:12])[n:6][nH:7][c:8]2[cH:9][cH:10][cH:11]1.[Cl:13][c:14]1[s:15][c:16]([S:17]([N:18]([S:19]([c:20]2[s:21][c:22]([Cl:23])[cH:24][cH:25]2)(=[O:26])=[O:27])[c:28]2[c:29]3[c:30]([cH:31][cH:32][cH:33][c:34]3[O:35][CH3:36])[n:37]([C:38]([O:39][C:40]([CH3:41])([CH3:42])[CH3:43])=[O:44])[n:45]2)(=[O:46])=[O:47])[cH:48][cH:49]1.[O:50]=[C:51]1[O:52][C:53](=[O:54])[c:55]2[cH:56][cH:57][cH:58][cH:59][c:60]21>>[CH3:1][O:2][c:3]1[c:4]2[c:5]([N:12]3[C:51](=[O:50])[c:60]4[c:55]([cH:56][cH:57][cH:58][cH:59]4)[C:53]3=[O:52])[n:6][nH:7][c:8]2[cH:9][cH:10][cH:11]1. The product is COc1cccc2[nH]nc(N3C(=O)c4ccccc4C3=O)c12. Reactants: C1COCCO1, COc1cccc2[nH]nc(N)c12, COc1cccc2c1c(N(S(=O)(=O)c1ccc(Cl)s1)S(=O)(=O)c1ccc(Cl)s1)nn2C(=O)OC(C)(C)C, O=C1OC(=O)c2ccccc21.